From a dataset of the Open Reaction Database (ORD), a public repository of structured organic reaction records. describe an organic reaction: reactants, conditions, products, and yield Reactants: BrC1=CC=C(C=C1)C1=CC=C(C=C1)S(=O)(=O)O (4′-bromobiphenyl-4-sulfonic acid), CN(C=O)C (N,N-dimethylformamide), S(=O)(Cl)Cl (thionyl chloride). Yields the product BrC1=CC=C(C=C1)C1=CC=C(C=C1)S(=O)(=O)Cl (4′-Bromobiphenyl-4-sulfonyl chloride). Reaction SMILES: [Br:1][C:2]1[CH:7]=[CH:6][C:5]([C:8]2[CH:13]=[CH:12][C:11]([S:14]([OH:17])(=O)=[O:15])=[CH:10][CH:9]=2)=[CH:4][CH:3]=1.CN(C)C=O.S(Cl)([Cl:25])=O>>[Br:1][C:2]1[CH:7]=[CH:6][C:5]([C:8]2[CH:13]=[CH:12][C:11]([S:14]([Cl:25])(=[O:17])=[O:15])=[CH:10][CH:9]=2)=[CH:4][CH:3]=1. Procedure details: To a solution of 4′-bromobiphenyl-4-sulfonic acid 13a (18.8 g, 78.1 mmol) in thionyl chloride (150 mL) is added a catalytic amount of N,N-dimethylformamide (0.3 mL). The reaction mixture is heated to reflux for 4 hr. The mixture is then cooled to room temperature, and concentrated under reduced pressure. Toluene is then added and the mixture is concentrated under reduced pressure. The solid crude product is then recrystallized with ethyl acetate and hexanes to give the solid desired product. Reactants: CC(=O)O, O=C(O)Cc1c(F)cccc1[N+](=O)[O-]. Product: O=C1Cc2c(F)cccc2N1. RXN SMILES: [CH3:15][C:16](=[O:17])[OH:18].[F:1][c:2]1[c:3]([CH2:11][C:12](=[O:13])[OH:14])[c:4]([N+:8]([O-:9])=[O:10])[cH:5][cH:6][cH:7]1>>[F:1][c:2]1[c:3]2[c:4]([cH:5][cH:6][cH:7]1)[NH:8][C:12](=[O:14])[CH2:11]2.